Task: describe an organic reaction: reactants, conditions, products, and yield. Dataset: the Open Reaction Database (ORD), a public repository of structured organic reaction records Reactants: solid, Cl.Cl.Cl.O1CCC=2C1=C(N=CC2)N2CCN(CC2)CC[C@@H]2CC[C@H](CC2)N (trans-4-{2-[4-(2,3-dihydro-furo[2,3-c]pyridin-7-yl)-piperazin-1-yl]-ethyl}-cyclohexylamine trihydrochloride), Cl.Cl.Cl.O1CCC=2C1=C(N=CC2)N2CCN(CC2)CC[C@@H]2CC[C@H](CC2)N (trans-4-{2-[4-(2,3-dihydro-furo[2,3-c]pyridin-7-yl)-piperazin-1-yl]-ethyl}-cyclohexylamine trihydrochloride), FC1=CC=C(C(=O)O)C=C1 (4-fluorobenzoic acid). Yields the product O1CCC=2C1=C(N=CC2)N2CCN(CC2)CC[C@@H]2CC[C@H](CC2)NC(C2=CC=C(C=C2)F)=O (trans-N-(4-{2-[4-(2,3-Dihydro-furo[2,3-c]pyridin-7-yl)-piperazin-1-yl]-ethyl}-cyclohexyl)-4-fluoro-benzamide). RXN SMILES: Cl.Cl.Cl.[O:4]1[C:8]2=[C:9]([N:13]3[CH2:18][CH2:17][N:16]([CH2:19][CH2:20][C@H:21]4[CH2:26][CH2:25][C@H:24]([NH2:27])[CH2:23][CH2:22]4)[CH2:15][CH2:14]3)[N:10]=[CH:11][CH:12]=[C:7]2[CH2:6][CH2:5]1.[F:28][C:29]1[CH:37]=[CH:36][C:32]([C:33](O)=[O:34])=[CH:31][CH:30]=1>>[O:4]1[C:8]2=[C:9]([N:13]3[CH2:18][CH2:17][N:16]([CH2:19][CH2:20][C@H:21]4[CH2:26][CH2:25][C@H:24]([NH:27][C:33](=[O:34])[C:32]5[CH:36]=[CH:37][C:29]([F:28])=[CH:30][CH:31]=5)[CH2:23][CH2:22]4)[CH2:15][CH2:14]3)[N:10]=[CH:11][CH:12]=[C:7]2[CH2:6][CH2:5]1 |f:0.1.2.3|. Procedure: The title compound, white solid (108 mg, 96%), MS (ISP) m/z=453.4 [(M+H)+], mp 235.5° C., was prepared in accordance with the general method of example 6 from trans-4-{2-[4-(2,3-dihydro-furo[2,3-c]pyridin-7-yl)-piperazin-1-yl]-ethyl}-cyclohexylamine trihydrochloride (intermediate B) (110 mg, 0.25 mmol) and 4-fluorobenzoic acid.